This data is from the Open Reaction Database (ORD), a public repository of structured organic reaction records. The task is: describe an organic reaction: reactants, conditions, products, and yield Reactants: C(C)(C)N(C(C)C)CC (N,N-Diisopropylethylamine), BrCC#N (bromoacetonitrile), N([C@@H](CCCCNC(=O)C(F)(F)F)C(=O)O)C(=O)OC(C)(C)C (Boc-Lys(Tfa)-OH). Run in C(C)#N (acetonitrile). Run at time 5.25 hour. Product: C(C)(C)(C)OC(=O)N[C@H](C(=O)OCC#N)CCCCNC(C(F)(F)F)=O ((S)-cyanomethyl 2-((tert-butoxycarbonyl)amino)-6-(2,2,2-trifluoroacetamido)hexanoate). The yield is 99.0%. As a reaction SMILES: [CH:1]([N:4](CC)C(C)C)(C)[CH3:2].BrCC#N.[NH:14]([C:30]([O:32][C:33]([CH3:36])([CH3:35])[CH3:34])=[O:31])[C@H:15]([C:27]([OH:29])=[O:28])[CH2:16][CH2:17][CH2:18][CH2:19][NH:20][C:21]([C:23]([F:26])([F:25])[F:24])=[O:22]>C(#N)C>[C:33]([O:32][C:30]([NH:14][C@@H:15]([CH2:16][CH2:17][CH2:18][CH2:19][NH:20][C:21](=[O:22])[C:23]([F:25])([F:26])[F:24])[C:27]([O:29][CH2:2][C:1]#[N:4])=[O:28])=[O:31])([CH3:36])([CH3:35])[CH3:34]. Procedure details: N,N-Diisopropylethylamine (102 μL, 0.585 mmol) and subsequently bromoacetonitrile (185 μL, 2.66 mmol) were added to a solution of Boc-Lys(Tfa)-OH (Compound tk52) (182 mg, 0.532 mmol) in acetonitrile (0.5 mL) at room temperature under a nitrogen atmosphere. The reaction mixture was stirred at the same temperature for 5.25 hours and then concentrated under reduced pressure, and the resulting crude product was purified by normal-phase silica gel column chromatography (hexane/ethyl acetate) to affor... The reactants are COC(=O)C1(C(C)=O)CC1, Cc1ccccc1, CC(N)c1ccccc1. Product: COC(=O)C1=C(C)N(C(C)c2ccccc2)CC1. Reaction SMILES: [C:1]([CH3:2])(=[O:3])[C:4]1([C:7](=[O:8])[O:9][CH3:10])[CH2:5][CH2:6]1.[CH3:20][c:21]1[cH:22][cH:23][cH:24][cH:25][cH:26]1.[c:11]1([CH:17]([CH3:18])[NH2:19])[cH:12][cH:13][cH:14][cH:15][cH:16]1>>[C:1]1([CH3:2])=[C:4]([C:7](=[O:8])[O:9][CH3:10])[CH2:6][CH2:5][N:19]1[CH:17]([c:11]1[cH:12][cH:13][cH:14][cH:15][cH:16]1)[CH3:18]. Starting materials: C(O)([O-])=O.[Na+] (sodium hydrogencarbonate), C(C)(C)(C)OC(=O)N1CCC2(CC1)SCC1=C2C=CC=C1 (1'-t-butoxycarbonylspiro[benzo[c]thiophene-1(3H),4'-piperidine]), ClC1=CC(=CC=C1)C(=O)OO (m-chloroperbenzoic acid). Solvent: C(Cl)Cl (methylene chloride), C(Cl)Cl (methylene chloride). Product: C(C)(C)(C)OC(=O)N1CCC2(CC1)S(CC1=C2C=CC=C1)=O (1'-t-Butoxycarbonylspiro[benzo[c]thiophene-1-(3H),4'-piperidine]-2-oxide). The yield is 97.4%. Reaction SMILES: [C:1]([O:5][C:6]([N:8]1[CH2:13][CH2:12][C:11]2([C:17]3[CH:18]=[CH:19][CH:20]=[CH:21][C:16]=3[CH2:15][S:14]2)[CH2:10][CH2:9]1)=[O:7])([CH3:4])([CH3:3])[CH3:2].C(=O)([O-])[OH:23].[Na+].ClC1C=CC=C(C(OO)=O)C=1>C(Cl)Cl>[C:1]([O:5][C:6]([N:8]1[CH2:13][CH2:12][C:11]2([C:17]3[CH:18]=[CH:19][CH:20]=[CH:21][C:16]=3[CH2:15][S:14]2=[O:23])[CH2:10][CH2:9]1)=[O:7])([CH3:4])([CH3:2])[CH3:3] |f:1.2|. Procedure: 485 mg (1.59 mmole) of 1'-t-butoxycarbonylspiro[benzo[c]thiophene-1(3H),4'-piperidine] [prepared as described in Preparation 3(b)] were dissolved in 5 ml of anhydrous methylene chloride, and 148 mg (1.76 mmole) of sodium hydrogencarbonate were added, followed by 325 mg (1.88 mmole, content: 85%) of m-chloroperbenzoic acid, whilst ice-cooling. The reaction mixture was stirred whilst ice-cooling, for 30 minutes, after which it was diluted with methylene chloride and then washed, in turn, with wate... The reactants are Clc1ccc(Nc2nnc(Cl)c3ccccc23)cc1, Cl, [H-], [Na+], CN(C)C=O, O, OCc1ccncc1. Reaction SMILES: [Cl:17][c:18]1[n:19][n:20][c:21]([NH:28][c:29]2[cH:30][cH:31][c:32]([Cl:35])[cH:33][cH:34]2)[c:22]2[cH:23][cH:24][cH:25][cH:26][c:27]12.[ClH:16].[H-:9].[Na+:10].[O:11]=[CH:12][N:13]([CH3:14])[CH3:15].[OH2:36].[OH:1][CH2:2][c:3]1[cH:4][cH:5][n:6][cH:7][cH:8]1>>[O:1]([CH2:2][c:3]1[cH:4][cH:5][n:6][cH:7][cH:8]1)[c:18]1[n:19][n:20][c:21]([NH:28][c:29]2[cH:30][cH:31][c:32]([Cl:35])[cH:33][cH:34]2)[c:22]2[cH:23][cH:24][cH:25][cH:26][c:27]12. The product is Clc1ccc(Nc2nnc(OCc3ccncc3)c3ccccc23)cc1.